From a dataset of the Open Reaction Database (ORD), a public repository of structured organic reaction records. describe an organic reaction: reactants, conditions, products, and yield The product is OC1=C2C(=CNC2=CC=C1)C#N (4-hydroxy-3-cyanoindole), OC1=C2C(=CNC2=CC(=C1)C)C#N (4-hydroxy-3-cyano-6-methyl-indole). Procedure details: Compounds of general formula (I) can be further reacted by known methods, for example by saponification and decarboxylation to give 4-hydroxyindole or 4-hydroxy-6-methylindole, or by aminolysis and dehydration to give 4-hydroxy-3-cyanoindole or 4-hydroxy-3-cyano-6-methyl-indole, which, by reaction with epichlorohydrin and alkylamino derivatives, give aminopropanols with useful pharmacological properties (see Federal Republic of Germany Patent Specification Nos. 25 08 251; 27 37 630; 29 05 877 an... The reactants are OC1=C2C=CNC2=CC(=C1)C (4-hydroxy-6-methylindole), ( I ), OC1=C2C=CNC2=CC=C1 (4-hydroxyindole). RXN SMILES: [OH:1][C:2]1[CH:10]=[CH:9][CH:8]=[C:7]2[C:3]=1[CH:4]=[CH:5][NH:6]2.[OH:11][C:12]1[CH:20]=[C:19]([CH3:21])[CH:18]=[C:17]2[C:13]=1[CH:14]=[CH:15][NH:16]2>>[OH:1][C:2]1[CH:10]=[CH:9][CH:8]=[C:7]2[C:3]=1[C:4]([C:15]#[N:16])=[CH:5][NH:6]2.[OH:11][C:12]1[CH:20]=[C:19]([CH3:21])[CH:18]=[C:17]2[C:13]=1[C:14]([C:5]#[N:6])=[CH:15][NH:16]2. The reactants are C(C)(=O)C=1SC(=CC1)C (2-acetyl-5-methylthiophene), Cl.CNC (dimethylamine hydrochloride), C=O (paraformaldehyde), Cl (hydrochloric acid). Solvent: C(C)O (ethanol). The product is Cl.CN(CCC(=O)C=1SC(=CC1)C)C (3-dimethylamino-1-(5-methyl-2-thienyl)propan-1-one hydrochloride). Isolated yield 65.7%. Reaction SMILES: [C:1]([C:4]1[S:5][C:6]([CH3:9])=[CH:7][CH:8]=1)(=[O:3])[CH3:2].[ClH:10].[CH3:11][NH:12][CH3:13].[CH2:14]=O.Cl>C(O)C>[ClH:10].[CH3:11][N:12]([CH3:14])[CH2:13][CH2:2][C:1]([C:4]1[S:5][C:6]([CH3:9])=[CH:7][CH:8]=1)=[O:3] |f:1.2,6.7|. Reported procedure: Under a nitrogen atmosphere, a stirred solution of 10.0 grams (0.071 mole) of 2-acetyl-5-methylthiophene, 7.0 grams (0.086 mole) of dimethylamine hydrochloride, 2.5 grams of paraformaldehyde and 0.4 ml of concentrated hydrochloric acid in 10 ml of ethanol was heated under reflux for 16 hours. The reaction mixture was concentrated under reduced pressure to a residual solid. The solid was recrystallized from methanol-diethyl ether to give 10.9 grams of 3-dimethylamino-1-(5-methyl-2-thienyl)propan-... The product is OCc1cc(-c2ccc(-c3cccs3)s2)sc1CO. Reaction SMILES: [BH4-:20].[CH3:22][OH:23].[CH:1](=[O:2])[c:3]1[cH:4][c:5](-[c:10]2[s:11][c:12](-[c:15]3[s:16][cH:17][cH:18][cH:19]3)[cH:13][cH:14]2)[s:6][c:7]1[CH2:8][OH:9].[Na+:21]>>[CH2:1]([OH:2])[c:3]1[cH:4][c:5](-[c:10]2[s:11][c:12](-[c:15]3[s:16][cH:17][cH:18][cH:19]3)[cH:13][cH:14]2)[s:6][c:7]1[CH2:8][OH:9]. Reactants: [BH4-], CO, O=Cc1cc(-c2ccc(-c3cccs3)s2)sc1CO, [Na+]. Starting materials: C(#C)C1(OC2=C(CC1)C(=C(C(=C2C)C)O)C)C (rac-3,4-dihydro-2-ethynyl-2,5,7,8-tetramethyl-2H-1-benzopyran-6-ol), BrC1=NC=CC=C1O (2-bromo-3-hydroxypyridine). Run in C(C)N(CC)CC (triethylamine). Product: O1C(=CC2=NC=CC=C21)C2(OC1=C(CC2)C(=C(C(=C1C)C)O)C)C (rac-3,4-Dihydro-2-(furo[3,2-b]pyridine-2-yl)-2,5,7,8-tetramethyl-2H-1-benzopyran-6-ol). Reaction SMILES: [C:1]([C:3]1([CH3:17])[CH2:8][CH2:7][C:6]2[C:9]([CH3:16])=[C:10]([OH:15])[C:11]([CH3:14])=[C:12]([CH3:13])[C:5]=2[O:4]1)#[CH:2].Br[C:19]1[C:24]([OH:25])=[CH:23][CH:22]=[CH:21][N:20]=1>C(N(CC)CC)C>[O:25]1[C:24]2[C:19](=[N:20][CH:21]=[CH:22][CH:23]=2)[CH:2]=[C:1]1[C:3]1([CH3:17])[CH2:8][CH2:7][C:6]2[C:9]([CH3:16])=[C:10]([OH:15])[C:11]([CH3:14])=[C:12]([CH3:13])[C:5]=2[O:4]1. Procedure details: This compound was prepared by reacting rac-3,4-dihydro-2-ethynyl-2,5,7,8-tetramethyl-2H-1-benzopyran-6-ol with 2-bromo-3-hydroxypyridine under the conditions described in Example 26, but using twice as much triethylamine and lengthening the reaction time to 3 days. Chromatography of the crude product over the 40-fold amount of silica gel using 10% (V/V) of ethyl acetate in methylene chloride followed by crystallization from ether/hexane and recrystallization from ethyl acetate/hexane gave off-wh... The reactants are CN1N=C2C(C(=C1)Cl)=CC=CN2C2=CC(=C(C=C2)Cl)Cl (2-Methyl-4-chloro-8-(3,4-dichlorophenyl)pyrido[2,3-c]pyridazine), C1(=CC=C(C=C1)S(=O)(=O)O)C (p-toluenesulfonic acid). The solvent is C(CC)NCCC (di-n-propylamine). Product: CN1N=C2C(C(=C1)N(CCC)CCC)=CC=CN2C2=CC(=C(C=C2)Cl)Cl (2-Methyl-4-dipropylamino-8-(3,4-dichlorophenyl)pyrido[2,3-c]pyridazine). As a reaction SMILES: [CH3:1][N:2]1[CH:7]=[C:6](Cl)[C:5]2=[CH:9][CH:10]=[CH:11][N:12]([C:13]3[CH:18]=[CH:17][C:16]([Cl:19])=[C:15]([Cl:20])[CH:14]=3)[C:4]2=[N:3]1.[C:21]1([CH3:31])[CH:26]=CC(S(O)(=O)=O)=CC=1>C(NCCC)CC>[CH3:1][N:2]1[CH:7]=[C:6]([N:2]([CH2:26][CH2:21][CH3:31])[CH2:7][CH2:6][CH3:5])[C:5]2=[CH:9][CH:10]=[CH:11][N:12]([C:13]3[CH:18]=[CH:17][C:16]([Cl:19])=[C:15]([Cl:20])[CH:14]=3)[C:4]2=[N:3]1. Procedure: Heat a mixture of 2-methyl-4-chloro-8-(3,4-dichlorophenyl)pyrido[2,3-c]pyridazine (4) (1.0 g, 3.1 mmol) and p-toluenesulfonic acid (1.6 g) in 5 mL of di-n-propylamine in a sealed tube at 180° C. for 48 hours. Cool the reaction mixture to ambient temperature and partition between ethyl acetate and water. Wash the organic layer with water and dry over MgSO4. Evaporate the dried solution and purify the desired product 5 by flash chromatography.